Dataset: the Open Reaction Database (ORD), a public repository of structured organic reaction records. Task: describe an organic reaction: reactants, conditions, products, and yield The reactants are OC=1C(=C2C(C(=O)N(C2=O)C)=C(C1F)F)F (4-Hydroxy-3,5,6-trifluoro-N-methylphthalimide), Cl (HCl), C([O-])([O-])=O.[K+].[K+] (potassium carbonate), S(=O)(=O)(OC)OC (dimethyl sulfate). Run in O (water), CC(=O)C (acetone). Yields the product COC=1C(=C2C(C(=O)N(C2=O)C)=C(C1F)F)F (4-Methoxy-3,5,6-trifluoro-N-methylphthalimide). As a reaction SMILES: [OH:1][C:2]1[C:3]([F:16])=[C:4]2[C:9](=[O:10])[N:8]([CH3:11])[C:6](=[O:7])[C:5]2=[C:12]([F:15])[C:13]=1[F:14].[C:17](=O)([O-])[O-].[K+].[K+].S(OC)(OC)(=O)=O.Cl>O.CC(C)=O>[CH3:17][O:1][C:2]1[C:3]([F:16])=[C:4]2[C:9](=[O:10])[N:8]([CH3:11])[C:6](=[O:7])[C:5]2=[C:12]([F:15])[C:13]=1[F:14] |f:1.2.3|. Reported procedure: The solids from Example 1 were combined with 375 mL of acetone, and 61.08 g of potassium carbonate. With stirring, 55.77 g of dimethyl sulfate was added, and the entire mixture was heated to reflux for 1.5 h. After cooling, 500 mL of water was added and the reaction was acidified with HCl to a pH of 1.0. The mixture was extracted with ethyl acetate and washed with water. After drying with magnesium sulfate and removal of the solvent, 45.08 g of a yellow solid was collected. The solid was assayed... The reactants are C(C1=CC=CC=C1)O (benzyl alcohol), [H-].[Na+] (sodium hydride), NC1=NC(=CC(=N1)Cl)Cl (2-amino-4,6-dichloropyrimidine). Solvent: C1CCOC1 (THF). Run at time 25 minute. The product is NC1=NC(=CC(=N1)OCC1=CC=CC=C1)Cl (2-amino-4-benzyloxy-6-chloropyrimidine). RXN SMILES: [CH2:1]([OH:8])[C:2]1[CH:7]=[CH:6][CH:5]=[CH:4][CH:3]=1.[H-].[Na+].[NH2:11][C:12]1[N:17]=[C:16](Cl)[CH:15]=[C:14]([Cl:19])[N:13]=1>C1COCC1>[NH2:11][C:12]1[N:17]=[C:16]([O:8][CH2:1][C:2]2[CH:7]=[CH:6][CH:5]=[CH:4][CH:3]=2)[CH:15]=[C:14]([Cl:19])[N:13]=1 |f:1.2|. Reported procedure: To 30 ml of a THF solution of 1.35 ml of benzyl alcohol cooled to 0° C. was added 480 mg of sodium hydride (60% oil dispersion) in a nitrogen atmosphere. After the mixture was stirred at the same temperature for 25 minutes, 1.64 g of 2-amino-4,6-dichloropyrimidine was added thereto, followed by stirring at room temperature for 15 hours. The reaction mixture was concentrated to dryness, and 100 ml of water was added to the residue. The precipitate was collected by filtration to obtain 2.36 g of 2... The reactants are C(C)(C)(C)OC(=O)N[C@@H](CC(=O)N1CCC=2C=C(C(=NC2C1)C(F)(F)F)C(=O)O)CC1=C(C=CC(=C1)F)F (7-[(3R)-3-[(tert-Butoxycarbonyl)amino]-4-(2,5-difluorophenyl)butanoyl]-2-(trifluoromethyl)-5,6,7,8-tetrahydro-1,7-naphthyridine-3-carboxylic acid), Cl.CN(CCCN=C=NCC)C (1-[3-(dimethylamino)propyl]-3-ethylcarbodiimide hydrochloride), ON1N=NC2=C1C=CC=C2 (1-hydroxybenzotriazole), C(C)(C)N(C(C)C)CC (N,N-diisopropylethyl amine), C(C)(C)(C)N (tert-butylamine). Run in ClCCl (dichloromethane). Run at time 18 hour. Yields the product C(C)(C)(C)OC(=O)N[C@@H](CC(=O)N1CCC=2C=C(C(=NC2C1)C(F)(F)F)C(=O)NC(C)(C)C)CC1=C(C=CC(=C1)F)F (7-[(3R)-3-[(tert-Butoxycarbonyl)amino]-4-(2,5-difluorophenyl)butanoyl]-N-(tert-butyl)-2-(trifluoromethyl)-5,6,7,8-tetrahydro-1,7-naphthyridine-3-carboxamide). As a reaction SMILES: [C:1]([O:5][C:6]([NH:8][C@H:9]([CH2:30][C:31]1[CH:36]=[C:35]([F:37])[CH:34]=[CH:33][C:32]=1[F:38])[CH2:10][C:11]([N:13]1[CH2:22][C:21]2[N:20]=[C:19]([C:23]([F:26])([F:25])[F:24])[C:18]([C:27]([OH:29])=O)=[CH:17][C:16]=2[CH2:15][CH2:14]1)=[O:12])=[O:7])([CH3:4])([CH3:3])[CH3:2].Cl.CN(C)CCCN=C=NCC.ON1C2C=CC=CC=2N=N1.C(N(CC)C(C)C)(C)C.[C:70]([NH2:74])([CH3:73])([CH3:72])[CH3:71]>ClCCl>[C:1]([O:5][C:6]([NH:8][C@H:9]([CH2:30][C:31]1[CH:36]=[C:35]([F:37])[CH:34]=[CH:33][C:32]=1[F:38])[CH2:10][C:11]([N:13]1[CH2:22][C:21]2[N:20]=[C:19]([C:23]([F:24])([F:25])[F:26])[C:18]([C:27]([NH:74][C:70]([CH3:73])([CH3:72])[CH3:71])=[O:29])=[CH:17][C:16]=2[CH2:15][CH2:14]1)=[O:12])=[O:7])([CH3:2])([CH3:4])[CH3:3] |f:1.2|. Reported procedure: To a solution of the product (33 mg, 0.061 mmol) from Example 3, Step B, 1-[3-(dimethylamino)propyl]-3-ethylcarbodiimide hydrochloride (EDC; 12 mg, 0.063 mmol), 1-hydroxybenzotriazole (HOBt; 9 mg, 0.067 mmol) and N,N-diisopropylethyl amine (0.026 mL, 0.15 mmol) in 1.0 mL of dichloromethane was added tert-butylamine (0.011 mL, 0.100 mmol). The solution was stirred at room temperature for 18 h. The reaction mixture was subjected directly to flash chromatography (silica gel; 35 to 75% ethyl acetate...